Dataset: the Open Reaction Database (ORD), a public repository of structured organic reaction records. Task: describe an organic reaction: reactants, conditions, products, and yield Starting materials: CC(C)(C)C(=O)Cl, ClCCCl, CC(C)(C)OC(=O)NC1CNc2ccccc2NC1=O, c1ccncc1. Yields the product CC(C)(C)OC(=O)NC1CN(C(=O)C(C)(C)C)c2ccccc2NC1=O. Reaction SMILES: [C:27]([C:28]([CH3:29])([CH3:30])[CH3:31])(=[O:32])[Cl:33].[Cl:34][CH2:35][CH2:36][Cl:37].[O:1]=[C:2]1[CH:3]([NH:13][C:14](=[O:15])[O:16][C:17]([CH3:18])([CH3:19])[CH3:20])[CH2:4][NH:5][c:6]2[c:7]([cH:9][cH:10][cH:11][cH:12]2)[NH:8]1.[cH:21]1[cH:22][cH:23][n:24][cH:25][cH:26]1>>[O:1]=[C:2]1[CH:3]([NH:13][C:14](=[O:15])[O:16][C:17]([CH3:18])([CH3:19])[CH3:20])[CH2:4][N:5]([C:27]([C:28]([CH3:29])([CH3:30])[CH3:31])=[O:32])[c:6]2[c:7]([cH:9][cH:10][cH:11][cH:12]2)[NH:8]1. Reactants: C(C)I (ethyl iodide), C([O-])([O-])=O.[K+].[K+] (potassium carbonate), C(=O)(O)C1=C2CC3=C(N(N=C3C(C(C(=O)NC3=CC=CC=C3)C#N)=O)C3=CC=CC=C3)C2=CC=C1 (3-(5-Carboxy-1,4-dihydro-1-phenyl-indeno[1,2-c]pyrazol-3-yl)-2-cyano-3-oxo-N-phenyl-propanamide). Solvent: ice water, CN(C=O)C (dimethylformamide). Conditions: time 2 hour. Product: C(#N)C(C(=O)NC1=CC=CC=C1)C(=O)C=1C2=C(N(N1)C1=CC=CC=C1)C1=CC=CC(=C1C2)C(=O)OCC (2-cyano-3-(5-ethoxycarbonyl-1,4-dihydro -1-phenyl-indeno[1,2-c]pyrazol-3-yl)-3-oxo-N-phenyl-propanamide). The yield is 77.9%. Reaction SMILES: [C:1]([C:4]1[CH:35]=[CH:34][CH:33]=[C:32]2[C:5]=1[CH2:6][C:7]1[C:11]([C:12](=[O:25])[CH:13]([C:23]#[N:24])[C:14]([NH:16][C:17]3[CH:22]=[CH:21][CH:20]=[CH:19][CH:18]=3)=[O:15])=[N:10][N:9]([C:26]3[CH:31]=[CH:30][CH:29]=[CH:28][CH:27]=3)[C:8]=12)([OH:3])=[O:2].[CH2:36](I)[CH3:37].C(=O)([O-])[O-].[K+].[K+]>CN(C)C=O>[C:23]([CH:13]([C:12]([C:11]1[C:7]2[CH2:6][C:5]3[C:32](=[CH:33][CH:34]=[CH:35][C:4]=3[C:1]([O:3][CH2:36][CH3:37])=[O:2])[C:8]=2[N:9]([C:26]2[CH:31]=[CH:30][CH:29]=[CH:28][CH:27]=2)[N:10]=1)=[O:25])[C:14]([NH:16][C:17]1[CH:22]=[CH:21][CH:20]=[CH:19][CH:18]=1)=[O:15])#[N:24] |f:2.3.4|. Reported procedure: 3-(5-Carboxy-1,4-dihydro-1-phenyl-indeno[1,2-c]pyrazol-3-yl)-2-cyano-3-oxo-N-phenyl-propanamide (2.3 g) dissolved in dimethylformamide (25 ml) is reacted with ethyl iodide (1.55 g) in the presence of anhydrous potassium carbonate (1.4 g) under stirring at room temperature for 2 hours. The reaction mixture is diluted with ice water and the precipitate is filtered, dissolved in chloroform and washed with 1N HCl and then with water. Evaporation of the solvent in vacuo gives a residue which is cryst... Starting materials: C(CCCCC)N (n-hexylamine), N(=NC(C(=O)[O-])(C)C)C(C(=O)[O-])(C)C (2,2'-azobis (2-methyl propionate)), C[O-].[Na+] (sodium methoxide), O (water). Solvent: CO (methanol), CO (methanol), CCCCCC (n-hexane). Conditions: time 8 hour. The product is N(=NC(C(=O)NCCCCCC)(C)C)C(C(=O)NCCCCCC)(C)C (2,2'-azobis (N-hexyl-2-methyl propionamide)). The yield is 95.0%. As a reaction SMILES: [CH2:1]([NH2:7])[CH2:2][CH2:3][CH2:4][CH2:5][CH3:6].[N:8]([C:16]([CH3:21])([CH3:20])[C:17]([O-:19])=O)=[N:9][C:10]([CH3:15])([CH3:14])[C:11]([O-:13])=O.C[O-].[Na+].O>CO.CCCCCC>[N:9]([C:10]([CH3:14])([CH3:15])[C:11]([NH:7][CH2:1][CH2:2][CH2:3][CH2:4][CH2:5][CH3:6])=[O:13])=[N:8][C:16]([CH3:21])([CH3:20])[C:17]([NH:7][CH2:1][CH2:2][CH2:3][CH2:4][CH2:5][CH3:6])=[O:19] |f:2.3|. Reported procedure: 28.2 Grams of n-hexylamine is mixed with 50 g of 2,2'-azobis (2-methyl propionate), and 20 g of 28% sodium methoxide solution in methanol and 10 ml of methanol are added thereto with stirring followed by conducting a reaction at room temperature with stirring for 6 hours and keeping standing overnight. 100 Milliliter of water is added to the reaction solution and extraction with 100 ml of n-hexane is conducted. The hexane layer is washed with water and dried over anhydrous sodium sulfate. The so... Procedure: Intermediate 1 was coupled with 4-Amino-piperidine-1-carboxylic acid tert-butyl ester following procedure B. LC-MS showed the product had the expected M+H+ of 403. The product is C(C)(C)(C)OC(=O)N1CCC(CC1)NCC1=CC(=CC=C1)C1=NC(=NC=C1)Cl (4-[3-(2-Chloro-pyrimidin-4-yl)-benzylamino]-piperidine-1-carboxylic acid tert-butyl ester). Reactants: ClC1=NC=CC(=N1)C=1C=C(C=O)C=CC1 (3-(2-Chloro-pyrimidin-4-yl)-benzaldehyde), C(C)(C)(C)OC(=O)N1CCC(CC1)N (4-Amino-piperidine-1-carboxylic acid tert-butyl ester), 403. As a reaction SMILES: [Cl:1][C:2]1[N:7]=[C:6]([C:8]2[CH:9]=[C:10]([CH:13]=[CH:14][CH:15]=2)[CH:11]=O)[CH:5]=[CH:4][N:3]=1.[C:16]([O:20][C:21]([N:23]1[CH2:28][CH2:27][CH:26]([NH2:29])[CH2:25][CH2:24]1)=[O:22])([CH3:19])([CH3:18])[CH3:17]>>[C:16]([O:20][C:21]([N:23]1[CH2:28][CH2:27][CH:26]([NH:29][CH2:11][C:10]2[CH:13]=[CH:14][CH:15]=[C:8]([C:6]3[CH:5]=[CH:4][N:3]=[C:2]([Cl:1])[N:7]=3)[CH:9]=2)[CH2:25][CH2:24]1)=[O:22])([CH3:19])([CH3:17])[CH3:18]. The reactants are CCOC(=O)CP(=O)(OCC)OCC, COc1ncccc1CN1CCC(=O)CC1, [H-], [Na+], C1CCOC1, O. Product: CCOC(=O)C=C1CCN(Cc2cccnc2OC)CC1. Reaction SMILES: [CH3:1][CH2:2][O:3][C:4](=[O:5])[CH2:6][P:7]([O:8][CH2:9][CH3:10])([O:11][CH2:12][CH3:13])=[O:14].[CH3:22][O:23][c:24]1[n:25][cH:26][cH:27][cH:28][c:29]1[CH2:30][N:31]1[CH2:32][CH2:33][C:34](=[O:37])[CH2:35][CH2:36]1.[H-:20].[Na+:21].[O:15]1[CH2:16][CH2:17][CH2:18][CH2:19]1.[OH2:38]>>[CH3:1][CH2:2][O:3][C:4](=[O:5])[CH:6]=[C:34]1[CH2:33][CH2:32][N:31]([CH2:30][c:29]2[c:24]([O:23][CH3:22])[n:25][cH:26][cH:27][cH:28]2)[CH2:36][CH2:35]1. The reactants are COC1=CC=C(C=C1)C1=CC=C(C=C1)C1OCCO1 (2-[p-(4-methoxy phenyl)-phenyl]-1,3-dioxolane), Cl.NO (hydroxylamine hydrochloride). The solvent is C(C)O (ethanol), C(C)O (ethanol). Product: COC1=CC=C(C=C1)C1=CC=C(C#N)C=C1 (p-(4-methoxyphenyl)benzonitrile). The yield is 75.0%. RXN SMILES: [CH3:1][O:2][C:3]1[CH:8]=[CH:7][C:6]([C:9]2[CH:14]=[CH:13][C:12]([CH:15]3OCCO3)=[CH:11][CH:10]=2)=[CH:5][CH:4]=1.Cl.[NH2:21]O>C(O)C>[CH3:1][O:2][C:3]1[CH:8]=[CH:7][C:6]([C:9]2[CH:14]=[CH:13][C:12]([C:15]#[N:21])=[CH:11][CH:10]=2)=[CH:5][CH:4]=1 |f:1.2|. Procedure details: 2.6 g of 2-[p-(4-methoxy phenyl)-phenyl]-1,3-dioxolane, 0.917 g of hydroxylamine hydrochloride, 40 ml of 1.8 M hydrochloric ethanol and 10 ml of ethanol are introduced into a 100 ml three-necked flask under nitrogen. The reaction mixture is heated to reflux for 4 hours then concentrated under vacuum. The residue is taken up in 30 ml of water, then 220 ml of methyl ter-butyl ether (MTBE) is added. The organic phase is separated and the aqueous phase is extracted with MTBE (2×20 ml). The organic p...